From a dataset of the Open Reaction Database (ORD), a public repository of structured organic reaction records. describe an organic reaction: reactants, conditions, products, and yield The reactants are C1CCNCC1, COC(=O)COc1ccc(Cl)cc1Cc1ccccc1OC(C)C(=O)O, CN(C)C=O. Product: COC(=O)COc1ccc(Cl)cc1Cc1ccccc1OC(C)C(=O)N1CCCCC1. Reaction SMILES: [CH2:27]1[CH2:28][CH2:29][NH:30][CH2:31][CH2:32]1.[Cl:1][c:2]1[cH:3][cH:4][c:5]([O:21][CH2:22][C:23](=[O:24])[O:25][CH3:26])[c:6]([CH2:7][c:8]2[c:9]([O:10][CH:11]([C:12](=[O:13])[OH:14])[CH3:15])[cH:16][cH:17][cH:18][cH:19]2)[cH:20]1.[O:33]=[CH:34][N:35]([CH3:36])[CH3:37]>>[Cl:1][c:2]1[cH:3][cH:4][c:5]([O:21][CH2:22][C:23](=[O:24])[O:25][CH3:26])[c:6]([CH2:7][c:8]2[c:9]([O:10][CH:11]([C:12](=[O:13])[N:30]3[CH2:29][CH2:28][CH2:27][CH2:32][CH2:31]3)[CH3:15])[cH:16][cH:17][cH:18][cH:19]2)[cH:20]1. Reactants: C1C=CN(C=C1C(=O)N)C2C(C(C(O2)COP(=O)([O-])OP(=O)([O-])OCC3C(C(C(O3)N4C=NC5=C4N=CN=C5N)OP(=O)([O-])[O-])O)O)O.[Na+].[Na+].[Na+].[Na+] (tetrasodium), ClC(P(O)(O)=O)(P(O)(O)=O)Cl (dichloromethylenebisphosphonic acid), dichloromethylene bisphosphonate tetraisopropyl ester, Cl (hydrochloric acid). Product: [OH-].[Na+] (sodium hydroxide), C1C=CN(C=C1C(=O)N)C2C(C(C(O2)COP(=O)([O-])OP(=O)([O-])OCC3C(C(C(O3)N4C=NC5=C4N=CN=C5N)OP(=O)([O-])[O-])O)O)O.[Na+].[Na+].[Na+].[Na+] (tetrasodium). As a reaction SMILES: [CH2:1]1[C:6]([C:7]([NH2:9])=[O:8])=[CH:5][N:4]([CH:10]2[O:14][CH:13]([CH2:15][O:16][P:17]([O:20][P:21]([O:24][CH2:25][CH:26]3[O:30][CH:29]([N:31]4[C:35]5[N:36]=[CH:37][N:38]=[C:39]([NH2:40])[C:34]=5[N:33]=[CH:32]4)[CH:28]([O:41][P:42]([O-:45])([O-:44])=[O:43])[CH:27]3[OH:46])([O-:23])=[O:22])([O-:19])=[O:18])[CH:12]([OH:47])[CH:11]2[OH:48])[CH:3]=[CH:2]1.[Na+:49].[Na+].[Na+].[Na+].ClC(Cl)(P(=O)(O)O)P(=O)(O)O.Cl>>[OH-:8].[Na+:49].[CH2:1]1[C:6]([C:7]([NH2:9])=[O:8])=[CH:5][N:4]([CH:10]2[O:14][CH:13]([CH2:15][O:16][P:17]([O:20][P:21]([O:24][CH2:25][CH:26]3[O:30][CH:29]([N:31]4[C:35]5[N:36]=[CH:37][N:38]=[C:39]([NH2:40])[C:34]=5[N:33]=[CH:32]4)[CH:28]([O:41][P:42]([O-:44])([O-:45])=[O:43])[CH:27]3[OH:46])([O-:23])=[O:22])([O-:19])=[O:18])[CH:12]([OH:47])[CH:11]2[OH:48])[CH:3]=[CH:2]1.[Na+:49].[Na+:49].[Na+:49].[Na+:49] |f:0.1.2.3.4,7.8,9.10.11.12.13|. Procedure details: GB 1026366 describes the preparation of the tetrasodium salt of dichloromethylenebisphosphonic acid by refluxing dichloromethylene bisphosphonate tetraisopropyl ester with concentrated hydrochloric acid. The acidic solution was concentrated and twice azeotroped with isopropanol. Neutralisation of the acid with sodium hydroxide yielded the tetrasodium salt. The reactants are FC1=C(C=CC(=C1)[N+](=O)[O-])O (2-Fluoro-4-nitrophenol), [H-].[Na+] (sodium hydride), NC1=NC=NC(=C1)Cl (4-amino-6-chloropyrimidine), aqueous solution, [OH-].[Na+] (sodium hydroxide). Solvent: C(C)OCC (diethyl ether), CCCCCC (hexane), CS(=O)C (dimethyl sulfoxide). Reaction conditions: temperature 120 celsius, time 20 minute. Yields the product FC1=C(OC2=CC(=NC=N2)N)C=CC(=C1)[N+](=O)[O-] (6-(2-Fluoro-4-nitrophenoxy)pyrimidin-4-ylamine). Yield: 16.1%. As a reaction SMILES: [F:1][C:2]1[CH:7]=[C:6]([N+:8]([O-:10])=[O:9])[CH:5]=[CH:4][C:3]=1[OH:11].[H-].[Na+].[NH2:14][C:15]1[CH:20]=[C:19](Cl)[N:18]=[CH:17][N:16]=1.[OH-].[Na+]>CS(C)=O.C(OCC)C.CCCCCC>[F:1][C:2]1[CH:7]=[C:6]([N+:8]([O-:10])=[O:9])[CH:5]=[CH:4][C:3]=1[O:11][C:19]1[N:18]=[CH:17][N:16]=[C:15]([NH2:14])[CH:20]=1 |f:1.2,4.5|. Reported procedure: 2-Fluoro-4-nitrophenol (1.736 g) was dissolved in dimethyl sulfoxide (10 ml), and then sodium hydride (400 mg) was added thereto, followed by stirring for 20 min. Then, 4-amino-6-chloropyrimidine (648 mg) was added thereto, followed by stirring at 100° C. for 45 min. The reaction mixture was heated up to 120° C., followed by stirring for 1 hr and 25 min. Then, the reaction mixture was heated up to 140° C., followed by stirring overnight. The reaction mixture was cooled down to room temperature, ... Starting materials: COC(O)=O.OCCN1CCOCC1 (4-(2-hydroxyethyl)morpholine methyl carbonate). The reagents and catalysts are Catalyst J. Run in C1CCCCC1 (cyclohexane). Yields the product COCCN1CCOCC1 (4-(2-Methoxyethyl)morpholine). Reaction SMILES: [CH3:1][O:2][C:3](=O)O.OC[CH2:8][N:9]1[CH2:14][CH2:13][O:12][CH2:11][CH2:10]1>C1CCCCC1>[CH3:13][O:12][CH2:11][CH2:10][N:9]1[CH2:14][CH2:1][O:2][CH2:3][CH2:8]1 |f:0.1|. Procedure details: Using the apparatus employed in Examples 15-27, a 20 percent (volume) solution of 4-(2-hydroxyethyl)morpholine methyl carbonate Prepared in Example 30 in cyclohexane was passed through 6.0 grams of Catalyst J at a temperature of 300° C. and a liquid feed rate of 0.27 milliliters per minute. A total of 7.4 grams of product was recovered. Capillary gas chromatographic analysis (area percent) of this material showed 67.7 percent selectivity to 4-(2-methoxyethyl)morpholine at 100 percent 4-(2-hydrox... The product is CC1=C(C=CC(=C1)OC1OCCCC1)C1=CC(=CC=C1)C=O (2′-methyl-4′-(tetrahydro-2H-pyran-2-yloxy)biphenyl-3-carbaldehyde). Run in C([O-])([O-])=O.[Na+].[Na+] (sodium carbonate), C(C)O (ethanol), C1(=CC=CC=C1)C (toluene). The reactants are O (water), C(C)(=O)OCC (ethyl acetate), BrC1=C(C=C(OC2OCCCC2)C=C1)C (2-(4-Bromo-3-methylphenoxy)tetrahydro-2H-pyran), C(=O)C=1C=C(C=CC1)B(O)O ((3-formylphenyl)boronic acid). Yield: 82.5%. The reagents and catalysts are C=1C=CC(=CC1)[P](C=2C=CC=CC2)(C=3C=CC=CC3)[Pd]([P](C=4C=CC=CC4)(C=5C=CC=CC5)C=6C=CC=CC6)([P](C=7C=CC=CC7)(C=8C=CC=CC8)C=9C=CC=CC9)[P](C=1C=CC=CC1)(C=1C=CC=CC1)C=1C=CC=CC1 (tetrakis(triphenylphosphine)palladium(0)). Reaction SMILES: Br[C:2]1[CH:14]=[CH:13][C:5]([O:6][CH:7]2[CH2:12][CH2:11][CH2:10][CH2:9][O:8]2)=[CH:4][C:3]=1[CH3:15].[CH:16]([C:18]1[CH:19]=[C:20](B(O)O)[CH:21]=[CH:22][CH:23]=1)=[O:17].O.C(OCC)(=O)C>C(=O)([O-])[O-].[Na+].[Na+].C(O)C.C1(C)C=CC=CC=1.C1C=CC([P]([Pd]([P](C2C=CC=CC=2)(C2C=CC=CC=2)C2C=CC=CC=2)([P](C2C=CC=CC=2)(C2C=CC=CC=2)C2C=CC=CC=2)[P](C2C=CC=CC=2)(C2C=CC=CC=2)C2C=CC=CC=2)(C2C=CC=CC=2)C2C=CC=CC=2)=CC=1>[CH3:15][C:3]1[CH:4]=[C:5]([O:6][CH:7]2[CH2:12][CH2:11][CH2:10][CH2:9][O:8]2)[CH:13]=[CH:14][C:2]=1[C:22]1[CH:21]=[CH:20][CH:19]=[C:18]([CH:16]=[O:17])[CH:23]=1 |f:4.5.6,^1:53,55,74,93|. Conditions: temperature 80 celsius, time 15 hour. Reported procedure: 2-(4-Bromo-3-methylphenoxy)tetrahydro-2H-pyran (7.11 g, 25.2 mmol, including 3,4-dihydro-2H-pyran) and (3-formylphenyl)boronic acid (4.50 g, 30.0 mmol) were dissolved in a mixture of 1 M aqueous sodium carbonate solution (60 mL), ethanol (30 mL) and toluene (60 mL), and after argon substitution, tetrakis(triphenylphosphine)palladium(0) (1.73 g, 1.50 mmol) was added. The reaction mixture was stirred under an argon atmosphere at 80° C. for 15 hrs. The reaction mixture was cooled, water and ethyl a... Reactants: C1CCOC1, Cl, c1ccc(OC2CCC3(CC2)OCCO3)cc1. Yields the product O=C1CCC(Oc2ccccc2)CC1. As a reaction SMILES: [CH2:18]1[O:19][CH2:20][CH2:21][CH2:22]1.[ClH:23].[O:1]([c:2]1[cH:3][cH:4][cH:5][cH:6][cH:7]1)[CH:8]1[CH2:9][CH2:10][C:11]2([O:12][CH2:15][CH2:14][O:13]2)[CH2:16][CH2:17]1>>[O:1]([c:2]1[cH:3][cH:4][cH:5][cH:6][cH:7]1)[CH:8]1[CH2:9][CH2:10][C:11](=[O:12])[CH2:16][CH2:17]1.